This data is from the Open Reaction Database (ORD), a public repository of structured organic reaction records. The task is: describe an organic reaction: reactants, conditions, products, and yield The reactants are C, CCOC(=O)C=Cc1c(-c2ccccc2)c2cc(C)c(C)cc2c(=O)n1C, C1CCOC1, CCO, [Pd]. Product: CCOC(=O)CCc1c(-c2ccccc2)c2cc(C)c(C)cc2c(=O)n1C. RXN SMILES: [C:33].[CH2:1]([CH3:2])[O:3][C:4]([CH:5]=[CH:6][c:7]1[n:8]([CH3:26])[c:9](=[O:25])[c:10]2[cH:11][c:12]([CH3:24])[c:13]([CH3:23])[cH:14][c:15]2[c:16]1-[c:17]1[cH:18][cH:19][cH:20][cH:21][cH:22]1)=[O:27].[CH2:28]1[O:29][CH2:30][CH2:31][CH2:32]1.[CH3:35][CH2:36][OH:37].[Pd:34]>>[CH2:1]([CH3:2])[O:3][C:4]([CH2:5][CH2:6][c:7]1[n:8]([CH3:26])[c:9](=[O:25])[c:10]2[cH:11][c:12]([CH3:24])[c:13]([CH3:23])[cH:14][c:15]2[c:16]1-[c:17]1[cH:18][cH:19][cH:20][cH:21][cH:22]1)=[O:27].